From a dataset of the Open Reaction Database (ORD), a public repository of structured organic reaction records. describe an organic reaction: reactants, conditions, products, and yield Starting materials: [N+](=O)([O-])CC(COC)O (1-nitro-3-methoxy-propan-2-ol), S1C(=CC=C1)CC(=O)[O-] (thiolacetate), Cl (hydrogen chloride), N1=CC=CC=C1 (pyridine), N1=CC=CC=C1 (pyridine), oxime, C=O (paraformaldehyde), Cl (hydrogen chloride), crude product. Solvent: CCOCC (ether). The product is CNC(=O)ON=C1SCOC1COC (4-(METHYLCARBAMOYLOXIMINO)-5-METHOXYMETHYL-1,3-OXATHIOLANE). Yield: 70.0%. Reaction SMILES: [N+:1]([CH2:4][CH:5]([OH:9])[CH2:6][O:7][CH3:8])([O-:3])=O.C=[O:11].Cl.[S:13]1C=CC=[C:14]1CC([O-])=O.[N:22]1[CH:27]=CC=C[CH:23]=1>CCOCC>[CH3:23][NH:22][C:27]([O:3][N:1]=[C:4]1[CH:5]([CH2:6][O:7][CH3:8])[O:9][CH2:14][S:13]1)=[O:11]. Procedure: A quantity of 38.5 grams of 1-nitro-3-methoxy-propan-2-ol was chloromethylated with 8.53 grams paraformaldehyde and excess hydrogen chloride in a manner similar to that described in Example I. In this case, hydrogen chloride was passed through the reaction mixture at 0° for 15 hours after 1 equivalent had been absorbed. The resulting crude chloromethyl ether was then dissolved in tetrahydrofuran and reacted with 23.6 grams of thiolacetic acid and, subsequently, 22.5 ml of pyridine in a manner si... Starting materials: CCO, CCOC(=O)C(OCc1ccc(-c2ccc(Cl)cc2)cc1)(C(F)(F)F)C(F)(F)F, [Na+], [OH-]. Product: O=C(O)C(OCc1ccc(-c2ccc(Cl)cc2)cc1)(C(F)(F)F)C(F)(F)F. As a reaction SMILES: [CH3:32][CH2:33][OH:34].[Cl:1][c:2]1[cH:3][cH:4][c:5](-[c:8]2[cH:9][cH:10][c:11]([CH2:12][O:13][C:14]([C:15](=[O:16])[O:17][CH2:18][CH3:19])([C:20]([F:21])([F:22])[F:23])[C:24]([F:25])([F:26])[F:27])[cH:28][cH:29]2)[cH:6][cH:7]1.[Na+:31].[OH-:30]>>[Cl:1][c:2]1[cH:3][cH:4][c:5](-[c:8]2[cH:9][cH:10][c:11]([CH2:12][O:13][C:14]([C:15](=[O:16])[OH:17])([C:20]([F:21])([F:22])[F:23])[C:24]([F:25])([F:26])[F:27])[cH:28][cH:29]2)[cH:6][cH:7]1. The reactants are IC=1C(NC(N([C@H]2C[C@H](O)[C@@H](COC(C3=CC=C(C=C3)OC)(C3=CC=CC=C3)C3=CC=CC=C3)O2)C1)=O)=O (2′-deoxy-5-iodo-5′-O-(4-methoxytrityl)-uridine), [Si](C)(C)(C)C#C (TMS-acetylene). Reagents/catalysts: Cl[Pd]([P](C1=CC=CC=C1)(C2=CC=CC=C2)C3=CC=CC=C3)([P](C4=CC=CC=C4)(C5=CC=CC=C5)C6=CC=CC=C6)Cl ((PPh3)2PdCl2), [Cu]I (CuI). Product: C[Si](C)(C)C#CC=1C(NC(N([C@H]2C[C@H](O)[C@@H](COC(C3=CC=C(C=C3)OC)(C3=CC=CC=C3)C3=CC=CC=C3)O2)C1)=O)=O (2′-deoxy-5-[(trimethylsilyl)ethynyl]-5′-O-(4-methoxytrityl)-uridine). Reaction SMILES: I[C:2]1[C:3](=[O:38])[NH:4][C:5](=[O:37])[N:6]([CH:36]=1)[C@@H:7]1[O:35][C@H:11]([CH2:12][O:13][C:14]([C:29]2[CH:34]=[CH:33][CH:32]=[CH:31][CH:30]=2)([C:23]2[CH:28]=[CH:27][CH:26]=[CH:25][CH:24]=2)[C:15]2[CH:20]=[CH:19][C:18]([O:21][CH3:22])=[CH:17][CH:16]=2)[C@@H:9]([OH:10])[CH2:8]1.[Si:39]([C:43]#[CH:44])([CH3:42])([CH3:41])[CH3:40]>Cl[Pd](Cl)([P](C1C=CC=CC=1)(C1C=CC=CC=1)C1C=CC=CC=1)[P](C1C=CC=CC=1)(C1C=CC=CC=1)C1C=CC=CC=1.[Cu]I>[CH3:40][Si:39]([C:43]#[C:44][C:2]1[C:3](=[O:38])[NH:4][C:5](=[O:37])[N:6]([CH:36]=1)[C@@H:7]1[O:35][C@H:11]([CH2:12][O:13][C:14]([C:29]2[CH:34]=[CH:33][CH:32]=[CH:31][CH:30]=2)([C:23]2[CH:28]=[CH:27][CH:26]=[CH:25][CH:24]=2)[C:15]2[CH:20]=[CH:19][C:18]([O:21][CH3:22])=[CH:17][CH:16]=2)[C@@H:9]([OH:10])[CH2:8]1)([CH3:42])[CH3:41] |^1:47,66|. Procedure details: 2 g of 2′-deoxy-5-iodo-5′-O-(4-methoxytrityl)-uridine (3.19 mmole) prepared in 1-1) together with (PPh3)2PdCl2 (0.1 eq) and 61 mg of CuI (0.1 eq), were dried under a vacuum, TEA and THF in a ratio of 3:1 were added thereto, and the mixture was purged several times with argon. 0.59 ml of TMS-acetylene (1.3 eq) was then added to the mixture at a temperature ranging from 45 to 50° C., until it became black. The resulting mixture was heated for additional 3 hours to terminate the reaction, and subje... Reactants: CNCC(=O)O, CN(C)C=O, NS(=O)(=O)C1CC1, [Cu]I, O=C1C(C2=NS(=O)(=O)c3cc(I)ccc3N2)=C(O)C2C3CCC(C3)C2N1Cc1ccc(F)cc1, [K+], [K+], [K+], O=P([O-])([O-])[O-]. Yields the product O=C1C(C2=NS(=O)(=O)c3cc(NS(=O)(=O)C4CC4)ccc3N2)=C(O)C2C3CCC(C3)C2N1Cc1ccc(F)cc1. RXN SMILES: [CH3:42][NH:43][CH2:44][C:45](=[O:46])[OH:47].[CH3:56][N:57]([CH3:58])[CH:59]=[O:60].[CH:35]1([S:38](=[O:39])(=[O:40])[NH2:41])[CH2:36][CH2:37]1.[Cu:61][I:62].[F:1][c:2]1[cH:3][cH:4][c:5]([CH2:6][N:7]2[CH:8]3[CH:9]4[CH2:10][CH2:11][CH:12]([CH:13]3[C:14]([OH:31])=[C:15]([C:18]3=[N:19][S:20](=[O:29])(=[O:30])[c:21]5[c:22]([cH:24][cH:25][c:26]([I:28])[cH:27]5)[NH:23]3)[C:16]2=[O:17])[CH2:32]4)[cH:33][cH:34]1.[K+:53].[K+:54].[K+:55].[P:48]([O-:49])([O-:50])([O-:51])=[O:52]>>[F:1][c:2]1[cH:3][cH:4][c:5]([CH2:6][N:7]2[CH:8]3[CH:9]4[CH2:10][CH2:11][CH:12]([CH:13]3[C:14]([OH:31])=[C:15]([C:18]3=[N:19][S:20](=[O:29])(=[O:30])[c:21]5[c:22]([cH:24][cH:25][c:26]([NH:41][S:38]([CH:35]6[CH2:36][CH2:37]6)(=[O:39])=[O:40])[cH:27]5)[NH:23]3)[C:16]2=[O:17])[CH2:32]4)[cH:33][cH:34]1. The reactants are C(#N)CCCCCCCCN1C(=NC(=C1C1=CC=CC=C1)C1=CC=CC=C1)C1=CC=CC=C1 (1-(8-cyanooctyl)-2,4,5-triphenyl-imidazole), S(O)(O)(=O)=O (sulphuric acid), O (water), O (Water). Product: C(=O)(O)CCCCCCCCN1C(=NC(=C1C1=CC=CC=C1)C1=CC=CC=C1)C1=CC=CC=C1 (1-(8-carboxyoctyl)-2,4,5-triphenylimidazole). The yield is 26.0%. RXN SMILES: [C:1]([CH2:3][CH2:4][CH2:5][CH2:6][CH2:7][CH2:8][CH2:9][CH2:10][N:11]1[C:15]([C:16]2[CH:21]=[CH:20][CH:19]=[CH:18][CH:17]=2)=[C:14]([C:22]2[CH:27]=[CH:26][CH:25]=[CH:24][CH:23]=2)[N:13]=[C:12]1[C:28]1[CH:33]=[CH:32][CH:31]=[CH:30][CH:29]=1)#N.S(=O)(=O)(O)[OH:35].[OH2:39]>>[C:1]([CH2:3][CH2:4][CH2:5][CH2:6][CH2:7][CH2:8][CH2:9][CH2:10][N:11]1[C:15]([C:16]2[CH:21]=[CH:20][CH:19]=[CH:18][CH:17]=2)=[C:14]([C:22]2[CH:27]=[CH:26][CH:25]=[CH:24][CH:23]=2)[N:13]=[C:12]1[C:28]1[CH:33]=[CH:32][CH:31]=[CH:30][CH:29]=1)([OH:35])=[O:39]. Procedure: A mixture of 1-(8-cyanooctyl)-2,4,5-triphenyl-imidazole (0.8 g), concentrated sulphuric acid (10 ml) and water (10 ml) was stirred at reflux for 4 h. Water (50 ml) was added to the cooled mixture and the mixture was extracted with ethyl acetate (2×25 ml). The organic extracts were combined, washed with water (25 ml), dried over anhydrous magnesium sulphate and evaporated to dryness in vacuo. Recrystallisation from ethanol/water gave 1-(8-carboxyoctyl)-2,4,5-triphenylimidazole (0.22 g, 26%) as a ... Starting materials: CC=1NC=CN1 (2-methylimidazole), FC1=C(C=C(C(=O)OCC)C=C1)C (ethyl 4-fluoro-3-methylbenzoate). Yields the product CC=1C=C(CO)C=CC1N1C(=NC=C1)C (3-Methyl-4-(2-methylimidazol-1-yl)benzyl alcohol). Reaction SMILES: [CH3:1][C:2]1[NH:3][CH:4]=[CH:5][N:6]=1.F[C:8]1[CH:18]=[CH:17][C:11]([C:12](OCC)=[O:13])=[CH:10][C:9]=1[CH3:19]>>[CH3:19][C:9]1[CH:10]=[C:11]([CH:17]=[CH:18][C:8]=1[N:3]1[CH:4]=[CH:5][N:6]=[C:2]1[CH3:1])[CH2:12][OH:13]. Reported procedure: Prepared from 2-methylimidazole and ethyl 4-fluoro-3-methylbenzoate. The reactants are CC(Br)C(N)=O, O=C([O-])[O-], CCOC(C)=O, CN(C)C=O, [Cs+], [Cs+], O, CCCc1nc(C)n(-c2ccc(O)cc2)c(=O)c1Cc1ccc(-c2ccccc2C#N)cc1. The product is CCCc1nc(C)n(-c2ccc(OC(C)C(N)=O)cc2)c(=O)c1Cc1ccc(-c2ccccc2C#N)cc1. Reaction SMILES: [Br:34][CH:35]([C:36](=[O:37])[NH2:38])[CH3:39].[C:40](=[O:41])([O-:42])[O-:43].[CH3:46][CH2:47][O:48][C:49](=[O:50])[CH3:51].[CH3:52][N:53]([CH3:54])[CH:55]=[O:56].[Cs+:44].[Cs+:45].[OH2:57].[OH:1][c:2]1[cH:3][cH:4][c:5](-[n:8]2[c:9]([CH3:33])[n:10][c:11]([CH2:30][CH2:31][CH3:32])[c:12]([CH2:15][c:16]3[cH:17][cH:18][c:19](-[c:22]4[c:23]([C:28]#[N:29])[cH:24][cH:25][cH:26][cH:27]4)[cH:20][cH:21]3)[c:13]2=[O:14])[cH:6][cH:7]1>>[O:1]([c:2]1[cH:3][cH:4][c:5](-[n:8]2[c:9]([CH3:33])[n:10][c:11]([CH2:30][CH2:31][CH3:32])[c:12]([CH2:15][c:16]3[cH:17][cH:18][c:19](-[c:22]4[c:23]([C:28]#[N:29])[cH:24][cH:25][cH:26][cH:27]4)[cH:20][cH:21]3)[c:13]2=[O:14])[cH:6][cH:7]1)[CH:35]([C:36](=[O:37])[NH2:38])[CH3:39]. Reactants: BrC=1C=C(C=2NC3=CC=C(C=C3C2C1F)C(=O)N1CCOCC1)C(=O)N (3-Bromo-4-fluoro-6-(morpholine-4-carbonyl)-9H-carbazole-1-carboxamide), C1(=CC=CC=C1)B(O)O (phenylboronic acid), C(=O)([O-])[O-].[Na+].[Na+] (Na2CO3), C1(=CC=CC=C1)C (toluene). The reagents and catalysts are C=1C=CC(=CC1)[P](C=2C=CC=CC2)(C=3C=CC=CC3)[Pd]([P](C=4C=CC=CC4)(C=5C=CC=CC5)C=6C=CC=CC6)([P](C=7C=CC=CC7)(C=8C=CC=CC8)C=9C=CC=CC9)[P](C=1C=CC=CC1)(C=1C=CC=CC1)C=1C=CC=CC1 (Pd(Ph3P)4). Solvent: CO (MeOH). Conditions: temperature 105 celsius, time 3 hour. Product: FC1=C(C=C(C=2NC3=CC=C(C=C3C12)C(=O)N1CCOCC1)C(=O)N)C1=CC=CC=C1 (4-fluoro-6-(morpholine-4-carbonyl)-3-phenyl-9H-carbazole-1-carboxamide). The yield is 39.4%. As a reaction SMILES: Br[C:2]1[CH:3]=[C:4]([C:24]([NH2:26])=[O:25])[C:5]2[NH:6][C:7]3[C:12]([C:13]=2[C:14]=1[F:15])=[CH:11][C:10]([C:16]([N:18]1[CH2:23][CH2:22][O:21][CH2:20][CH2:19]1)=[O:17])=[CH:9][CH:8]=3.[C:27]1(B(O)O)[CH:32]=[CH:31][CH:30]=[CH:29][CH:28]=1.C([O-])([O-])=O.[Na+].[Na+].C1(C)C=CC=CC=1>C1C=CC([P]([Pd]([P](C2C=CC=CC=2)(C2C=CC=CC=2)C2C=CC=CC=2)([P](C2C=CC=CC=2)(C2C=CC=CC=2)C2C=CC=CC=2)[P](C2C=CC=CC=2)(C2C=CC=CC=2)C2C=CC=CC=2)(C2C=CC=CC=2)C2C=CC=CC=2)=CC=1.CO>[F:15][C:14]1[C:13]2[C:12]3[C:7](=[CH:8][CH:9]=[C:10]([C:16]([N:18]4[CH2:23][CH2:22][O:21][CH2:20][CH2:19]4)=[O:17])[CH:11]=3)[NH:6][C:5]=2[C:4]([C:24]([NH2:26])=[O:25])=[CH:3][C:2]=1[C:27]1[CH:32]=[CH:31][CH:30]=[CH:29][CH:28]=1 |f:2.3.4,^1:52,54,73,92|. Reported procedure: 3-Bromo-4-fluoro-6-(morpholine-4-carbonyl)-9H-carbazole-1-carboxamide (25 mg, 0.059 mmol), phenylboronic acid (10.88 mg, 0.089 mmol), Pd(Ph3P)4 (6.87 mg, 5.95 μmol) and Na2CO3(2M) (0.074 mL, 0.149 mmol) were mixed with toluene (2 mL) and MeOH (1 mL) in a sealed microwave tube. The mixture was stirred at 105° C. for 3 hrs. The mixture was filtered through a ACRODISC® PTFE membrane (0.45 um) and purified using preparative HPLC to give 9.7 mg of 4-fluoro-6-(morpholine-4-carbonyl)-3-phenyl-9H-carbaz...